Dataset: the Open Reaction Database (ORD), a public repository of structured organic reaction records. Task: describe an organic reaction: reactants, conditions, products, and yield Starting materials: [N+](=O)([O-])C=1C(=C(C(C(=O)[O-])=CC1)O)[N+](=O)[O-].[Na+] (sodium dinitrosalicylate), C([C@@H]1[C@H]([C@@H]([C@H]([C@H](O1)O[C@]2([C@H]([C@@H]([C@H](O2)CO)O)O)CO)O)O)O)O (saccharose), C(C)(=O)[O-] (acetate), sugars, C([C@@H]1[C@H]([C@@H]([C@H]([C@H](O1)O[C@]2([C@H]([C@@H]([C@H](O2)CO)O)O)CO)O)O)O)O (saccharose). Yields the product C([C@@H]1[C@H]([C@@H]([C@H]([C@H](O1)O[C@@H]2[C@H](O[C@H]([C@@H]([C@H]2O)O)O)CO)O)O)O)O (Maltose). As a reaction SMILES: [CH2:1]([OH:23])[C@H:2]1[O:7][C@H:6]([O:8][C@:9]2([CH2:18][OH:19])[O:13][C@H:12](CO)[C@@H:11]([OH:16])[C@@H:10]2[OH:17])[C@H:5]([OH:20])[C@@H:4]([OH:21])[C@@H:3]1[OH:22].[C:24]([O-])(=[O:26])C.[N+](C1C([N+]([O-])=O)=C(O)C(=CC=1)C([O-])=O)([O-])=O.[Na+]>>[CH2:1]([OH:23])[C@H:2]1[O:7][C@H:6]([O:8][C@H:9]2[C@H:10]([OH:17])[C@@H:11]([OH:16])[C@H:12]([OH:13])[O:19][C@@H:18]2[CH2:24][OH:26])[C@H:5]([OH:20])[C@@H:4]([OH:21])[C@@H:3]1[OH:22] |f:2.3|. Procedure: The fourth test is practised on 0.1 to 0.4 mg of dry yeast matter which are placed in the presence of saccharose at a final concentration of 0.1 Molar, in a test tube in a buffered medium with acetate buffer at pH 4.7, placed in a water bath at 30° C. At the end of 5 minutes, the saccharose inversion reaction is blocked by the addition of the reactant with sodium dinitrosalicylate which serves to determine reducing sugars formed, by colorimetric reaction. The reactants are C1CCNC1, O=CO, CC1C(C=O)CC2CC1C2(C)C. Yields the product CC1C(CN2CCCC2)CC2CC1C2(C)C. RXN SMILES: [CH2:13]1[CH2:14][CH2:15][NH:16][CH2:17]1.[CH:18]([OH:19])=[O:20].[CH:1](=[O:2])[CH:3]1[CH:4]([CH3:12])[CH:5]2[C:6]([CH3:10])([CH3:11])[CH:7]([CH2:8]1)[CH2:9]2>>[CH2:1]([CH:3]1[CH:4]([CH3:12])[CH:5]2[C:6]([CH3:10])([CH3:11])[CH:7]([CH2:8]1)[CH2:9]2)[N:16]1[CH2:15][CH2:14][CH2:13][CH2:17]1. Starting materials: O=C([O-])O, CCC(CCO)n1cc(-c2ncnc3c2ccn3COCC[Si](C)(C)C)cn1, CO, Cl, [K+], NO, O. Product: CCC(CC=NO)n1cc(-c2ncnc3c2ccn3COCC[Si](C)(C)C)cn1. Reaction SMILES: [C:34](=[O:35])([OH:36])[O-:37].[CH3:1][Si:2]([CH2:3][CH2:4][O:5][CH2:6][n:7]1[cH:8][cH:9][c:10]2[c:11]1[n:12][cH:13][n:14][c:15]2-[c:16]1[cH:17][n:18][n:19]([CH:21]([CH2:22][CH2:23][OH:24])[CH2:25][CH3:26])[cH:20]1)([CH3:27])[CH3:28].[CH3:29][OH:30].[ClH:31].[K+:38].[NH2:32][OH:33].[OH2:39]>>[CH3:1][Si:2]([CH2:3][CH2:4][O:5][CH2:6][n:7]1[cH:8][cH:9][c:10]2[c:11]1[n:12][cH:13][n:14][c:15]2-[c:16]1[cH:17][n:18][n:19]([CH:21]([CH2:22][CH:23]=[N:32][OH:33])[CH2:25][CH3:26])[cH:20]1)([CH3:27])[CH3:28]. Reactants: CC1(OB(OC1(C)C)C1=CSC=2CN(CCOC21)C(=O)OC(C)(C)C)C (tert-butyl 8-(4,4,5,5-tetramethyl-1,3,2-dioxaborolan-2-yl)-2,3-dihydrothieno[2,3-f][1,4]oxazepine-4(5H)-carboxylate), BrC(=C)C(F)(F)F (2-bromo-3,3,3-trifluoropropene), C([O-])([O-])=O.[Na+].[Na+] (sodium carbonate), C(OC)COC (dimethoxyethane). Reagents/catalysts: C=1C=CC(=CC1)[P](C=2C=CC=CC2)(C=3C=CC=CC3)[Pd]([P](C=4C=CC=CC4)(C=5C=CC=CC5)C=6C=CC=CC6)([P](C=7C=CC=CC7)(C=8C=CC=CC8)C=9C=CC=CC9)[P](C=1C=CC=CC1)(C=1C=CC=CC1)C=1C=CC=CC1 (tetrakis(triphenylphosphine)palladium(0)). Solvent: O (water). Conditions: temperature 85 celsius, time 12 hour. Product: FC(C(=C)C1=CSC=2CN(CCOC21)C(=O)OC(C)(C)C)(F)F (tert-butyl 8-[1-(trifluoromethyl)vinyl]-2,3-dihydrothieno[2,3-f][1,4]oxazepine-4(5H)-carboxylate). Yield: 50.9%. Reaction SMILES: CC1(C)C(C)(C)OB([C:9]2[C:18]3[O:17][CH2:16][CH2:15][N:14]([C:19]([O:21][C:22]([CH3:25])([CH3:24])[CH3:23])=[O:20])[CH2:13][C:12]=3[S:11][CH:10]=2)O1.Br[C:28]([C:30]([F:33])([F:32])[F:31])=[CH2:29].C(=O)([O-])[O-].[Na+].[Na+].C(COC)OC>C1C=CC([P]([Pd]([P](C2C=CC=CC=2)(C2C=CC=CC=2)C2C=CC=CC=2)([P](C2C=CC=CC=2)(C2C=CC=CC=2)C2C=CC=CC=2)[P](C2C=CC=CC=2)(C2C=CC=CC=2)C2C=CC=CC=2)(C2C=CC=CC=2)C2C=CC=CC=2)=CC=1.O>[F:31][C:30]([F:33])([F:32])[C:28]([C:9]1[C:18]2[O:17][CH2:16][CH2:15][N:14]([C:19]([O:21][C:22]([CH3:23])([CH3:24])[CH3:25])=[O:20])[CH2:13][C:12]=2[S:11][CH:10]=1)=[CH2:29] |f:2.3.4,^1:49,51,70,89|. Procedure: A mixture of tert-butyl 8-(4,4,5,5-tetramethyl-1,3,2-dioxaborolan-2-yl)-2,3-dihydrothieno[2,3-f][1,4]oxazepine-4(5H)-carboxylate (300 mg), 2-bromo-3,3,3-trifluoropropene (0.2 ml), tetrakis(triphenylphosphine)palladium(0) (25.5 mg), saturated aqueous sodium carbonate solution (7 ml) and dimethoxyethane (10 ml) was stirred at 85° C. for 12 hr under an argon atmosphere. The reaction mixture was poured into water, and the mixture was extracted with ethyl acetate. The extract was washed with water, a...